The task is: describe an organic reaction: reactants, conditions, products, and yield. This data is from the Open Reaction Database (ORD), a public repository of structured organic reaction records. Starting materials: O=C([O-])O, O=C(Cl)CCl, [Na+], CCc1cccc(CC)c1NCC1OCCCCO1, C1COCCO1, O. The product is CCc1cccc(CC)c1N(CC1OCCCCO1)C(=O)CCl. As a reaction SMILES: [C:20](=[O:21])([OH:22])[O-:23].[Cl:31][CH2:32][C:33](=[O:34])[Cl:35].[Na+:24].[O:1]1[CH:2]([CH2:8][NH:9][c:10]2[c:11]([CH2:18][CH3:19])[cH:12][cH:13][cH:14][c:15]2[CH2:16][CH3:17])[O:3][CH2:4][CH2:5][CH2:6][CH2:7]1.[O:25]1[CH2:26][CH2:27][O:28][CH2:29][CH2:30]1.[OH2:36]>>[O:1]1[CH:2]([CH2:8][N:9]([c:10]2[c:11]([CH2:18][CH3:19])[cH:12][cH:13][cH:14][c:15]2[CH2:16][CH3:17])[C:33]([CH2:32][Cl:31])=[O:34])[O:3][CH2:4][CH2:5][CH2:6][CH2:7]1. Yields the product O=C(Cl)c1ccc(F)c(S(=O)(=O)Cl)c1. Starting materials: ClCCl, O=C(Cl)C(=O)Cl, O=C(O)c1ccc(F)c(S(=O)(=O)Cl)c1. As a reaction SMILES: [CH2:21]([Cl:22])[Cl:23].[Cl:15][C:16]([C:17]([Cl:18])=[O:19])=[O:20].[Cl:1][S:2](=[O:3])(=[O:4])[c:5]1[cH:6][c:7]([C:8](=[O:9])[OH:10])[cH:11][cH:12][c:13]1[F:14]>>[Cl:1][S:2](=[O:3])(=[O:4])[c:5]1[cH:6][c:7]([C:8](=[O:9])[Cl:15])[cH:11][cH:12][c:13]1[F:14]. Reactants: C(C)(C)(C)N=C=O (t-Butylisocyanate), ClCCC(C(=O)NC1=CC(=CC=C1)C(F)(F)F)O (4-chloro-2-hydroxy-N(3-trifluoromethylphenyl)butanamide), C(C)(C)(C)N=C=O (t-butylisocyanate). Run in C(C)N(CC)CC (triethylamine), C(C)N(CC)CC (triethylamine). Yields the product C(C)(C)(C)NC(=O)OC(C(=O)NC1=CC(=CC=C1)C(F)(F)F)CCCl (2-t-butylcarbamoyloxy-4-chloro-N(3-trifluoromethylphenyl) butanamide). Yield: 40.1%. As a reaction SMILES: [C:1]([N:5]=[C:6]=[O:7])([CH3:4])([CH3:3])[CH3:2].[Cl:8][CH2:9][CH2:10][CH:11]([OH:25])[C:12]([NH:14][C:15]1[CH:20]=[CH:19][CH:18]=[C:17]([C:21]([F:24])([F:23])[F:22])[CH:16]=1)=[O:13]>C(N(CC)CC)C>[C:1]([NH:5][C:6]([O:25][CH:11]([CH2:10][CH2:9][Cl:8])[C:12]([NH:14][C:15]1[CH:20]=[CH:19][CH:18]=[C:17]([C:21]([F:23])([F:24])[F:22])[CH:16]=1)=[O:13])=[O:7])([CH3:4])([CH3:3])[CH3:2]. Procedure details: t-Butylisocyanate (0.093 g) and triethylamine (0.095 g) were added successively to a stirred solution of 4-chloro-2-hydroxy-N(3-trifluoromethylphenyl)butanamide (0.24 g, prepared as described in Example 10, Step 1a above). After a day further aliquots of t-butylisocyanate and triethylamine were added. After a further twenty hours, the mixture was evaporated under reduced pressure and the residue chromatographed under reduced pressure to give the title compound (0.13 g, m.p. 115°-116° C.). NMR (C... Procedure: 1-(4-(3-Bromobenzylamino)-2-methylquinolin-3-yl)ethanone was synthesized by the same process as described for 1-(4-(4-bromo-benzylamino)-2-methylquinolin-3-yl)ethanone (Example 1, Intermediate 2c) starting from 1-(4-amino-2-methylquinolin-3-yl)ethanone and 3-bromobenzyl bromide. Melting point: 109° C.; MS(ES+): 369/371. The reactants are BrC1=CC=C(CNC2=C(C(=NC3=CC=CC=C23)C)C(C)=O)C=C1 (1-(4-(4-bromobenzylamino)-2-methylquinolin-3-yl)ethanone), BrC=1C=C(CBr)C=CC1 (3-bromobenzyl bromide), BrC1=CC=C(CNC2=C(C(=NC3=CC=CC=C23)C)C(C)=O)C=C1 (1-(4-(4-bromobenzylamino)-2-methylquinolin-3-yl)ethanone), NC1=C(C(=NC2=CC=CC=C12)C)C(C)=O (1-(4-amino-2-methylquinolin-3-yl)ethanone). Yields the product BrC=1C=C(CNC2=C(C(=NC3=CC=CC=C23)C)C(C)=O)C=CC1 (1-(4-(3-Bromobenzylamino)-2-methylquinolin-3-yl)ethanone). As a reaction SMILES: BrC1C=CC([CH2:6][NH:7][C:8]2[C:17]3[C:12](=[CH:13][CH:14]=[CH:15][CH:16]=3)[N:11]=[C:10]([CH3:18])[C:9]=2[C:19](=[O:21])[CH3:20])=CC=1.NC1C2C(=CC=CC=2)N=C(C)C=1C(=O)C.[Br:39][C:40]1[CH:41]=[C:42]([CH:45]=[CH:46][CH:47]=1)CBr>>[Br:39][C:40]1[CH:47]=[C:46]([CH:45]=[CH:42][CH:41]=1)[CH2:6][NH:7][C:8]1[C:17]2[C:12](=[CH:13][CH:14]=[CH:15][CH:16]=2)[N:11]=[C:10]([CH3:18])[C:9]=1[C:19](=[O:21])[CH3:20]. Starting materials: [N+](=O)([O-])C1=CC=C(C=C1)C1=NNC(O1)=O (5-(4-nitrophenyl)-1,3,4-oxadiazol-2(3H)-one). Reagents/catalysts: [Pd] (palladium on carbon). Run in C(C)O (ethanol). Yields the product NC1=CC=C(C=C1)C1=NNC(O1)=O (5-(4-aminophenyl)-1,3,4-oxadiazol-2(3H)-one). As a reaction SMILES: [N+:1]([C:4]1[CH:9]=[CH:8][C:7]([C:10]2[O:14][C:13](=[O:15])[NH:12][N:11]=2)=[CH:6][CH:5]=1)([O-])=O>C(O)C.[Pd]>[NH2:1][C:4]1[CH:5]=[CH:6][C:7]([C:10]2[O:14][C:13](=[O:15])[NH:12][N:11]=2)=[CH:8][CH:9]=1. Reported procedure: 5-(4-nitrophenyl)-1,3,4-oxadiazol-2(3H)-one, (0.65 g) in ethanol (100 ml) was hydrogenated at 276 kPa (40 p.s.i.) in the presence of palladium on carbon at room temperature for one hour. The reaction mixture was filtered, the filtrate was evaporated to dryness and the resultant yellow solid was recrystallised from ethanol to afford (5-(4-aminophenyl)-1,3,4-oxadiazol-2(3H)-one, 0.46 g, m.p. 172°-173° C. The reactants are CC(=O)[O-], CC(=O)[O-], Cc1nc(OCC(=O)N(C)C2CCNCC2)nc(C)c1NC(=O)OC(C)(C)C, [Cu+2], OB(O)Oc1ccccc1, c1ccncc1. Yields the product Cc1nc(OCC(=O)N(C)C2CCN(c3ccccc3)CC2)nc(C)c1NC(=O)OC(C)(C)C. RXN SMILES: [C:39]([O-:40])(=[O:41])[CH3:42].[C:44]([O-:45])(=[O:46])[CH3:47].[CH3:1][c:2]1[n:3][c:4]([O:17][CH2:18][C:19](=[O:20])[N:21]([CH:22]2[CH2:23][CH2:24][NH:25][CH2:26][CH2:27]2)[CH3:28])[n:5][c:6]([CH3:16])[c:7]1[NH:8][C:9]([O:10][C:11]([CH3:12])([CH3:13])[CH3:14])=[O:15].[Cu+2:43].[c:29]1([O:35][B:36]([OH:37])[OH:38])[cH:30][cH:31][cH:32][cH:33][cH:34]1.[cH:48]1[cH:49][cH:50][n:51][cH:52][cH:53]1>>[CH3:1][c:2]1[n:3][c:4]([O:17][CH2:18][C:19](=[O:20])[N:21]([CH:22]2[CH2:23][CH2:24][N:25]([c:29]3[cH:30][cH:31][cH:32][cH:33][cH:34]3)[CH2:26][CH2:27]2)[CH3:28])[n:5][c:6]([CH3:16])[c:7]1[NH:8][C:9]([O:10][C:11]([CH3:12])([CH3:13])[CH3:14])=[O:15]. The reactants are N(C1=CC=CC=C1)C1=NC=C2C(=N1)N(C(N(C2)C2=C(C=CC=C2)Br)=O)C2=CC(=CC=C2)CN2C(C=1C(C2=O)=CC=CC1)=O (7-anilino-3-(2-bromophenyl)-3,4-dihydro-1-[3-(phthalimidomethyl)phenyl]pyrimido[4,5-d]pyrimidin-2(1H)-one), O.NN (hydrazine hydrate). Solvent: C(C)O (ethanol). The product is NCC=1C=C(C=CC1)N1C(N(CC=2C1=NC(=NC2)NC2=CC=CC=C2)C2=C(C=CC=C2)Br)=O (1-[3-(aminomethyl)phenyl]-7-anilino-3-(2-bromophenyl)-3,4-dihydropyrimido[4,5-d]pyrimidin-2(1H)-one). Isolated yield 2.7%. Reaction SMILES: [NH:1]([C:8]1[N:13]=[C:12]2[N:14]([C:26]3[CH:31]=[CH:30][CH:29]=[C:28]([CH2:32][N:33]4C(=O)C5=CC=CC=C5C4=O)[CH:27]=3)[C:15](=[O:25])[N:16]([C:18]3[CH:23]=[CH:22][CH:21]=[CH:20][C:19]=3[Br:24])[CH2:17][C:11]2=[CH:10][N:9]=1)[C:2]1[CH:7]=[CH:6][CH:5]=[CH:4][CH:3]=1.O.NN>C(O)C>[NH2:33][CH2:32][C:28]1[CH:27]=[C:26]([N:14]2[C:12]3=[N:13][C:8]([NH:1][C:2]4[CH:7]=[CH:6][CH:5]=[CH:4][CH:3]=4)=[N:9][CH:10]=[C:11]3[CH2:17][N:16]([C:18]3[CH:23]=[CH:22][CH:21]=[CH:20][C:19]=3[Br:24])[C:15]2=[O:25])[CH:31]=[CH:30][CH:29]=1 |f:1.2|. Procedure: A solution of 230 mg of 7-anilino-3-(2-bromophenyl)-3,4-dihydro-1-[3-(phthalimidomethyl)phenyl]pyrimido[4,5-d]pyrimidin-2(1H)-one in 10 ml of ethanol was treated with 0.5 ml of hydrazine hydrate. After 18 hours the mixture was evaporated and the product purified by column chromatography on silica gel using dichloromethane/methanol/acetic acid/water (240:24:3:2) for the elution. Product-containing fractions were combined, evaporated and the residue evaporated with toluene. The residue was then di...